describe an organic reaction: reactants, conditions, products, and yield From a dataset of the Open Reaction Database (ORD), a public repository of structured organic reaction records. The reactants are C(C)OC(CNC1=C(C=C(C(=C1)F)OC)[N+](=O)[O-])=O (N-(5-fluoro-4-methoxy-2-nitrophenyl)glycine ethyl ester), N1C=NC=C1 (imidazole). Solvent: CN(C)C=O (DMF). Product: C(C)OC(CNC1=C(C=C(C(=C1)N1C=NC=C1)OC)[N+](=O)[O-])=O (N-[5-(1H-imidazol-1-yl)-4-methoxy-2-nitrophenyl]glycine ethyl ester). The yield is 40.5%. RXN SMILES: [CH2:1]([O:3][C:4](=[O:19])[CH2:5][NH:6][C:7]1[CH:12]=[C:11](F)[C:10]([O:14][CH3:15])=[CH:9][C:8]=1[N+:16]([O-:18])=[O:17])[CH3:2].[NH:20]1[CH:24]=[CH:23][N:22]=[CH:21]1>CN(C=O)C>[CH2:1]([O:3][C:4](=[O:19])[CH2:5][NH:6][C:7]1[CH:12]=[C:11]([N:20]2[CH:24]=[CH:23][N:22]=[CH:21]2)[C:10]([O:14][CH3:15])=[CH:9][C:8]=1[N+:16]([O-:18])=[O:17])[CH3:2]. Procedure: By using 420 mg of N-(5-fluoro-4-methoxy-2-nitrophenyl)glycine ethyl ester, 420 mg of imidazole and 2.5 ml of DMF, 200 mg (41%) of N-[5-(1H-imidazol-1-yl)-4-methoxy-2-nitrophenyl]glycine ethyl ester was obtained.